This data is from the Open Reaction Database (ORD), a public repository of structured organic reaction records. The task is: describe an organic reaction: reactants, conditions, products, and yield The reactants are ( 3.25 ), COC=1C=CC(=C(C1)O)CCCC=2C=CC(=CC2)O (Broussonin A), [Na+].[Cl-] (NaCl), ( 89 ), ( 62 ), ( 3.84 ), ( 4.38 ), ( 23 ). Run in CO (MeOH), CO (MeOH), CO (MeOH). Yields the product OC1=CC=C2CC[C@H](OC2=C1)C1=CC=C(C=C1)O ((2S)-7,4′-Dihydroxyflavan). As a reaction SMILES: [Na+].[Cl-].C[O:4][C:5]1[CH:6]=[CH:7][C:8]([CH2:12][CH2:13][CH2:14][C:15]2[CH:16]=[CH:17][C:18]([OH:21])=[CH:19][CH:20]=2)=[C:9]([OH:11])[CH:10]=1>CO>[OH:4][C:5]1[CH:10]=[C:9]2[C:8]([CH2:12][CH2:13][C@@H:14]([C:15]3[CH:16]=[CH:17][C:18]([OH:21])=[CH:19][CH:20]=3)[O:11]2)=[CH:7][CH:6]=1 |f:0.1|. Procedure details: Brown powder; mp 110-111° C.; [α]D20 −55.0° (c 0.02, MeOH); UV (MeOH) λmax (log ε) 282 (3.25), 223 (3.84), 204 (4.38) nm; CD (MeOH) nm Δε276.5 −11.0; IR (NaCl) γmax 3348, 2927, 1507, 1456 cm−1; 1H NMR (CD3OD, 300 MHz) δ 1.99 (1H, m, H-3), 2.09 (1H, m, H-3), 2.67 (1H, m, H-4), 2.86 (1H, m, H-4), 4.91 (1H, overlapped, H-2), 6.24 (1H, d, J=2.4 Hz, H-8), 6.30 (1H, dd, J=2.4 and 8.2 Hz, H-6), 6.77 (2H, d, J=8.6 Hz, H-3′), 6.85 (1H, d, J=8.2 Hz, H-5), 7.22 (2H, d, J=8.6 Hz, H-2′) EIMS m/z 242 (M+, 100... Reactants: 14g, 14g, C(C)OC(=O)C(CC1=CC=C(C=C1)C(C(=O)OCC)C)(CC)C(=O)OCC (ethyl 2-[4-(2,2-diethoxycarbonylbutyl)phenyl]propionate), [OH-].[K+] (potassium hydroxide), O (water), Example 1 ( 2 ). Run in C(C)O (ethanol). Yields the product C(=O)(O)C(CC1=CC=C(C=C1)C(C(=O)O)C)CC (2-[4-(2-Carboxybutyl)phenyl]propionic acid). RXN SMILES: [OH-].[K+].O.C([O:6][C:7]([C:9](C(OCC)=O)([CH2:24][CH3:25])[CH2:10][C:11]1[CH:16]=[CH:15][C:14]([CH:17]([CH3:23])[C:18]([O:20]CC)=[O:19])=[CH:13][CH:12]=1)=[O:8])C>C(O)C>[C:7]([CH:9]([CH2:24][CH3:25])[CH2:10][C:11]1[CH:16]=[CH:15][C:14]([CH:17]([CH3:23])[C:18]([OH:20])=[O:19])=[CH:13][CH:12]=1)([OH:8])=[O:6] |f:0.1|. Procedure: To a mixture of 14g. of potassium hydroxide, 100 ml. of water and 10 ml. of ethanol was added 14g. of ethyl 2-[4-(2,2-diethoxycarbonylbutyl)phenyl]propionate and the mixture was refluxed for 6 hours. The reaction mixture was treated with the same procedure as in Example 1 (2) to give 11.1g. of a pale yellow oil. The oil was heated at 160° - 170° C. for 3 hours and subjected to vacuum distillation to give 7.2g. of the desired product boiling at 230° C./0.05 mmHg. as a colorless oil. Reactants: BrC(C(=O)OC)C1=CC=C(C=C1)OC1=CC=C(C=C1)Cl (methyl α-bromo-α-[p-(p-chlorophenoxy)phenyl]acetate), C(C)(C)(C)C=1C=C(C=CC1)O (3-tert-butylphenol). Run in CO (methanol). Yields the product C(C)(C)(C)C=1C=C(OC(C(=O)OC)C2=CC=C(C=C2)OC2=CC=C(C=C2)Cl)C=CC1 (Methyl α-(m-tert-butylphenoxy)-α-[p-(p-chlorophenoxy)phenyl]acetate). Reaction SMILES: Br[CH:2]([C:7]1[CH:12]=[CH:11][C:10]([O:13][C:14]2[CH:19]=[CH:18][C:17]([Cl:20])=[CH:16][CH:15]=2)=[CH:9][CH:8]=1)[C:3]([O:5][CH3:6])=[O:4].[C:21]([C:25]1[CH:26]=[C:27]([OH:31])[CH:28]=[CH:29][CH:30]=1)([CH3:24])([CH3:23])[CH3:22]>CO>[C:21]([C:25]1[CH:26]=[C:27]([CH:28]=[CH:29][CH:30]=1)[O:31][CH:2]([C:7]1[CH:12]=[CH:11][C:10]([O:13][C:14]2[CH:19]=[CH:18][C:17]([Cl:20])=[CH:16][CH:15]=2)=[CH:9][CH:8]=1)[C:3]([O:5][CH3:6])=[O:4])([CH3:24])([CH3:22])[CH3:23]. Reported procedure: In an identical manner as in Example 39, 7.11 g of methyl α-bromo-α-[p-(p-chlorophenoxy)phenyl]acetate is reacted with 3.75 g of 3-tert-butylphenol in methanol to give a yellow oil. Fractional bulb-to-bulb distillation gives the product as a viscous yellow oil (182° C. @ 0.05 mm). Procedure: A solution of 2-(1H-indole-5-carbonyl)-N-(4-methoxybenzyl)hydrazinecarbothioamide (0.1 g, 0.284 mmol) and EDC.HCl (0.109 g, 0.586 mmol) in toluene (10 mL) was heated to reflux for 12 h. The mixture was cooled to RT. The supernatant layer was decanted and the sticky material in the bottom was dissolved in EtOAc (20 mL). The organic layer was washed with water, brine, dried, filtered and concentrated to give the crude material. MS (ESI, pos. ion) m/z: 321 (M+1). The reactants are N1C=CC2=CC(=CC=C12)C(=O)NNC(NCC1=CC=C(C=C1)OC)=S (2-(1H-indole-5-carbonyl)-N-(4-methoxybenzyl)hydrazinecarbothioamide), CCN=C=NCCCN(C)C.Cl (EDC.HCl). Run in C1(=CC=CC=C1)C (toluene). Reaction SMILES: [NH:1]1[C:9]2[C:4](=[CH:5][C:6]([C:10]([NH:12][NH:13][C:14](=S)[NH:15][CH2:16][C:17]3[CH:22]=[CH:21][C:20]([O:23][CH3:24])=[CH:19][CH:18]=3)=[O:11])=[CH:7][CH:8]=2)[CH:3]=[CH:2]1.CCN=C=NCCCN(C)C.Cl>C1(C)C=CC=CC=1>[NH:1]1[C:9]2[C:4](=[CH:5][C:6]([C:10]3[O:11][C:14]([NH:15][CH2:16][C:17]4[CH:22]=[CH:21][C:20]([O:23][CH3:24])=[CH:19][CH:18]=4)=[N:13][N:12]=3)=[CH:7][CH:8]=2)[CH:3]=[CH:2]1 |f:1.2|. Product: N1C=CC2=CC(=CC=C12)C1=NN=C(O1)NCC1=CC=C(C=C1)OC (5-(1H-indol-5-yl)-N-(4-methoxybenzyl)-1,3,4-oxadiazol-2-amine). The reactants are COC(=O)C1CC(N(CC(C)C)C(=O)c2cnc(C(C)(C)C)nc2Cl)CN(C(=O)OC(C)(C)C)C1, COCCCN, CN(C)C=O, CCN(C(C)C)C(C)C. Yields the product COCCCNc1nc(C(C)(C)C)ncc1C(=O)N(CC(C)C)C1CC(C(=O)OC)CN(C(=O)OC(C)(C)C)C1. RXN SMILES: [C:1]([CH3:2])([CH3:3])([CH3:4])[c:5]1[n:6][cH:7][c:8]([C:12](=[O:13])[N:14]([CH:15]2[CH2:16][CH:17]([C:28](=[O:29])[O:30][CH3:31])[CH2:18][N:19]([C:21](=[O:22])[O:23][C:24]([CH3:25])([CH3:26])[CH3:27])[CH2:20]2)[CH2:32][CH:33]([CH3:34])[CH3:35])[c:9]([Cl:11])[n:10]1.[CH3:45][O:46][CH2:47][CH2:48][CH2:49][NH2:50].[CH3:51][N:52]([CH3:53])[CH:54]=[O:55].[CH:36]([N:37]([CH:38]([CH3:39])[CH3:40])[CH2:41][CH3:42])([CH3:43])[CH3:44]>>[C:1]([CH3:2])([CH3:3])([CH3:4])[c:5]1[n:6][cH:7][c:8]([C:12](=[O:13])[N:14]([CH:15]2[CH2:16][CH:17]([C:28](=[O:29])[O:30][CH3:31])[CH2:18][N:19]([C:21](=[O:22])[O:23][C:24]([CH3:25])([CH3:26])[CH3:27])[CH2:20]2)[CH2:32][CH:33]([CH3:34])[CH3:35])[c:9]([NH:50][CH2:49][CH2:48][CH2:47][O:46][CH3:45])[n:10]1. The reactants are OCC=CCO, CC(C)(C)C=O, Cc1ccccc1, O, Cc1ccc(S(=O)(=O)O)cc1. The product is CC(C)(C)C1OCC=CCO1. As a reaction SMILES: [CH2:18]([CH:19]=[CH:20][CH2:21][OH:22])[OH:23].[CH3:1][C:2]([CH:3]=[O:4])([CH3:5])[CH3:6].[CH3:25][c:26]1[cH:27][cH:28][cH:29][cH:30][cH:31]1.[OH2:24].[c:7]1([CH3:8])[cH:9][cH:10][c:11]([S:12]([OH:13])(=[O:14])=[O:15])[cH:16][cH:17]1>>[CH3:1][C:2]([CH:3]1[O:4][CH2:18][CH:19]=[CH:20][CH2:21][O:22]1)([CH3:5])[CH3:6]. Starting materials: [Al+3], COC(=O)c1ncoc1Cc1ccccc1, [H-], [H-], [H-], [H-], [Li+], C1CCOC1. Yields the product OCc1ncoc1Cc1ccccc1. RXN SMILES: [Al+3:18].[CH2:1]([c:2]1[cH:3][cH:4][cH:5][cH:6][cH:7]1)[c:8]1[c:9]([C:13](=[O:14])[O:15][CH3:16])[n:10][cH:11][o:12]1.[H-:17].[H-:20].[H-:21].[H-:22].[Li+:19].[O:23]1[CH2:24][CH2:25][CH2:26][CH2:27]1>>[CH2:1]([c:2]1[cH:3][cH:4][cH:5][cH:6][cH:7]1)[c:8]1[c:9]([CH2:13][OH:14])[n:10][cH:11][o:12]1.